Dataset: the Open Reaction Database (ORD), a public repository of structured organic reaction records. Task: describe an organic reaction: reactants, conditions, products, and yield The reactants are Cl (HCl), COC(=O)C1=CC=C2C(=CN(C2=C1)CC1=CC(=CC(=C1)F)F)SC1=C(C=CC=C1)[N+](=O)[O-] (1-(3,5-Difluoro-benzyl)-3-(2-nitro-phenylsulfanyl)-1H-indole-6-carboxylic acid methyl ester), O[Li].O (LiOH.H2O). The solvent is O1CCOCC1 (dioxane), O (water), O (water). Reaction conditions: temperature 60 celsius, time 8 hour. Product: FC=1C=C(CN2C=C(C3=CC=C(C=C23)C(=O)O)SC2=C(C=CC=C2)[N+](=O)[O-])C=C(C1)F (1-(3,5-Difluoro-benzyl)-3-(2-nitro-phenylsulfanyl)-1H-indole-6-carboxylic acid). The yield is 89.0%. RXN SMILES: C[O:2][C:3]([C:5]1[CH:13]=[C:12]2[C:8]([C:9]([S:23][C:24]3[CH:29]=[CH:28][CH:27]=[CH:26][C:25]=3[N+:30]([O-:32])=[O:31])=[CH:10][N:11]2[CH2:14][C:15]2[CH:20]=[C:19]([F:21])[CH:18]=[C:17]([F:22])[CH:16]=2)=[CH:7][CH:6]=1)=[O:4].O[Li].O.Cl>O1CCOCC1.O>[F:22][C:17]1[CH:16]=[C:15]([CH:20]=[C:19]([F:21])[CH:18]=1)[CH2:14][N:11]1[C:12]2[C:8](=[CH:7][CH:6]=[C:5]([C:3]([OH:4])=[O:2])[CH:13]=2)[C:9]([S:23][C:24]2[CH:29]=[CH:28][CH:27]=[CH:26][C:25]=2[N+:30]([O-:32])=[O:31])=[CH:10]1 |f:1.2|. Reported procedure: To a solution of 1-(3,5-Difluoro-benzyl)-3-(2-nitro-phenylsulfanyl)-1H-indole-6-carboxylic acid methyl ester (150.0 mg, 0.33 mmol) in dioxane (20 mL) and water (15 mL) was added LiOH.H2O (83.1 mg, 2.0 mmol) in 5 ml water. The reaction mixture was stirred overnight at 60° C. The mixture was then acidified to pH 4 by addition of 15% aqueous HCl and the mixture was extracted twice with ethyl acetate. The combined organic layers were dried over Na2SO4 and concentrated in vacuo to give a yellow powde... Starting materials: C(C1=CC=CC=C1)C1=CC(=C(N)C=C1)Br (4-benzyl-2-bromo-aniline), [N+](=O)([O-])C=1C=C(C=CC1)B(O)O (3-nitrobenzene boronic acid). Product: C(C1=CC=CC=C1)C1=CC(=C(N)C=C1)C1=CC(=CC=C1)[N+](=O)[O-] (4-benzyl-2-(3-nitrophenyl)aniline). RXN SMILES: [CH2:1]([C:8]1[CH:14]=[CH:13][C:11]([NH2:12])=[C:10](Br)[CH:9]=1)[C:2]1[CH:7]=[CH:6][CH:5]=[CH:4][CH:3]=1.[N+:16]([C:19]1[CH:20]=[C:21](B(O)O)[CH:22]=[CH:23][CH:24]=1)([O-:18])=[O:17]>>[CH2:1]([C:8]1[CH:14]=[CH:13][C:11]([NH2:12])=[C:10]([C:23]2[CH:22]=[CH:21][CH:20]=[C:19]([N+:16]([O-:18])=[O:17])[CH:24]=2)[CH:9]=1)[C:2]1[CH:7]=[CH:6][CH:5]=[CH:4][CH:3]=1. Reported procedure: 4-benzyl-2-bromo-aniline and 3-nitrobenzene boronic acid were combined to form 4-benzyl-2-(3-nitrophenyl)aniline, Starting materials: C(C)I (ethyl iodide), [H-].[Na+] (Sodium hydride), N[C@@H](CC(C)C)CO (L-leucinol), C(C)#N (acetonitrile), C1CCOC1 (THF), Ice. Reaction conditions: temperature 55 celsius. Yields the product C(C)OC([C@@H](N)CC(C)C)=O (L-leucinyl ethyl ether). Yield: 30.0%. As a reaction SMILES: [H-].[Na+].[NH2:3][C@H:4]([CH2:9][OH:10])[CH2:5][CH:6]([CH3:8])[CH3:7].[C:11](#N)[CH3:12].C(I)C.C1C[O:20]CC1>>[CH2:11]([O:10][C:9](=[O:20])[C@H:4]([CH2:5][CH:6]([CH3:8])[CH3:7])[NH2:3])[CH3:12] |f:0.1|. Procedure: Sodium hydride (60% dispersion in oil: 4.5 g, 0.11 mol) was added to a stirred solution of L-leucinol (12.8 ml, 0.10 mol) in a mixture of dry acetonitrile (24 ml) and dry THF (200 ml) at room temperature under argon. The mixture was heated at reflux for 2 h, cooled to 55° C. and ethyl iodide (8.2 ml, 0.10 mol) added carefully. The reaction mixture was heated at reflux overnight and allowed to cool to room temperature. Ice cold brine (100 ml) was added carefully and the mixture extracted with eth... Starting materials: [Br-], Cc1ccccc1, CCCC[N+](CCCC)(CCCC)CCCC, C=C[Si](C=C)(CCl)c1ccc(-c2ccccc2)cc1, [K], c1c[nH]cn1. Product: C=C[Si](C=C)(Cn1ccnc1)c1ccc(-c2ccccc2)cc1. As a reaction SMILES: [Br-:33].[CH3:26][c:27]1[cH:28][cH:29][cH:30][cH:31][cH:32]1.[CH3:34][CH2:35][CH2:36][CH2:37][N+:38]([CH2:39][CH2:40][CH2:41][CH3:42])([CH2:43][CH2:44][CH2:45][CH3:46])[CH2:47][CH2:48][CH2:49][CH3:50].[Cl:1][CH2:2][Si:3]([CH:4]=[CH2:5])([CH:6]=[CH2:7])[c:8]1[cH:9][cH:10][c:11](-[c:14]2[cH:15][cH:16][cH:17][cH:18][cH:19]2)[cH:12][cH:13]1.[K:25].[nH:20]1[cH:21][n:22][cH:23][cH:24]1>>[CH2:2]([Si:3]([CH:4]=[CH2:5])([CH:6]=[CH2:7])[c:8]1[cH:9][cH:10][c:11](-[c:14]2[cH:15][cH:16][cH:17][cH:18][cH:19]2)[cH:12][cH:13]1)[n:20]1[cH:21][n:22][cH:23][cH:24]1. The reactants are ClNC(CCC(=O)N)=O (N-chlorosuccinamide), BrC1=CC=C(C=C1)C1=CSC=2NC(C(=C(C21)O)C#N)=O (3-(4-bromophenyl)-4-hydroxy-6-oxo-6,7-dihydrothieno[2,3-b]pyridine-5-carbonitrile). Solvent: C(C)(=O)O (acetic acid). Run at temperature 90 celsius. The product is BrC1=CC=C(C=C1)C1=C(SC=2NC(C(=C(C21)O)C#N)=O)Cl (3-(4-bromophenyl)-2-chloro-4-hydroxy-6-oxo-6,7-dihydrothieno[2,3-b]pyridine-5-carbonitrile). RXN SMILES: [Cl:1]NC(=O)CCC(N)=O.[Br:10][C:11]1[CH:16]=[CH:15][C:14]([C:17]2[C:25]3[C:24]([OH:26])=[C:23]([C:27]#[N:28])[C:22](=[O:29])[NH:21][C:20]=3[S:19][CH:18]=2)=[CH:13][CH:12]=1>C(O)(=O)C>[Br:10][C:11]1[CH:12]=[CH:13][C:14]([C:17]2[C:25]3[C:24]([OH:26])=[C:23]([C:27]#[N:28])[C:22](=[O:29])[NH:21][C:20]=3[S:19][C:18]=2[Cl:1])=[CH:15][CH:16]=1. Procedure details: N-chlorosuccinamide (1.56 mmol, 0.2 g) was added to a solution of 3-(4-bromophenyl)-4-hydroxy-6-oxo-6,7-dihydrothieno[2,3-b]pyridine-5-carbonitrile (1 mmol, 0.350 g) in acetic acid (5 mL) at room temperature. The reaction was heated at 90° C. for 5 h, cooled and quenched with water (30 mL). The aqueous mixture was extracted with ethyl acetate (3×30 mL), dried (Na2SO4), concentrated and purified on RP-HPLC to afford the title compound. MS (ESI) m/e 381 (M−H)+; 1H NMR (500 MHz, DMSO-d6): δ ppm 11.... Reactants: CCOC(C)=O, Cl, NCCO, O, O=C(CCc1ccc(OCCC(c2ccccc2)(c2ccccc2)c2ccccc2)cc1)NCCO, O=S(Cl)Cl. Product: c1ccc(C(CCOc2ccc(CCC3=NCCO3)cc2)(c2ccccc2)c2ccccc2)cc1. Reaction SMILES: [CH3:47][CH2:48][O:49][C:50]([CH3:51])=[O:52].[ClH:46].[NH2:1][CH2:2][CH2:3][OH:4].[OH2:45].[OH:5][CH2:6][CH2:7][NH:8][C:9]([CH2:10][CH2:11][c:12]1[cH:13][cH:14][c:15]([O:18][CH2:19][CH2:20][C:21]([c:22]2[cH:23][cH:24][cH:25][cH:26][cH:27]2)([c:28]2[cH:29][cH:30][cH:31][cH:32][cH:33]2)[c:34]2[cH:35][cH:36][cH:37][cH:38][cH:39]2)[cH:16][cH:17]1)=[O:40].[S:41]([Cl:42])([Cl:43])=[O:44]>>[O:5]1[CH2:6][CH2:7][N:8]=[C:9]1[CH2:10][CH2:11][c:12]1[cH:13][cH:14][c:15]([O:18][CH2:19][CH2:20][C:21]([c:22]2[cH:23][cH:24][cH:25][cH:26][cH:27]2)([c:28]2[cH:29][cH:30][cH:31][cH:32][cH:33]2)[c:34]2[cH:35][cH:36][cH:37][cH:38][cH:39]2)[cH:16][cH:17]1. Reactants: COC(=O)C(SC)(c1cccc(Oc2ccccc2)c1)C(C)C, CCOCC, CC(=O)O, [Cu+2], O=S(=O)([O-])[O-], [Zn]. Product: COC(=O)C(c1cccc(Oc2ccccc2)c1)C(C)C. Reaction SMILES: [CH3:1][S:2][C:3]([C:4](=[O:5])[O:6][CH3:7])([CH:8]([CH3:9])[CH3:10])[c:11]1[cH:12][c:13]([O:17][c:18]2[cH:19][cH:20][cH:21][cH:22][cH:23]2)[cH:14][cH:15][cH:16]1.[CH3:24][CH2:25][O:26][CH2:27][CH3:28].[CH3:29][C:30](=[O:31])[OH:32].[Cu+2:38].[S:33]([O-:34])([O-:35])(=[O:36])=[O:37].[Zn:39]>>[CH:3]([C:4](=[O:5])[O:6][CH3:7])([CH:8]([CH3:9])[CH3:10])[c:11]1[cH:12][c:13]([O:17][c:18]2[cH:19][cH:20][cH:21][cH:22][cH:23]2)[cH:14][cH:15][cH:16]1. Reactants: C1(=CC=CC=C1)NN (phenylhydrazine), O=C(CC(=O)OCC)CCC1=CC=CC=C1 (ethyl 3-oxo-5-phenylpentanoate), COC(N(C)C)OC (dimethylformamide dimethylacetal). Run in C(C)O (ethanol). Conditions: temperature 100 celsius, time 8 hour. Product: C1(=CC=CC=C1)N1N=C(C(=C1)C(=O)OCC)CCC1=CC=CC=C1 (ethyl 1-phenyl-3-(2-phenylethyl)-1H-pyrazole-4-carboxylate). Yield: 84.0%. RXN SMILES: O=[C:2]([CH2:9][CH2:10][C:11]1[CH:16]=[CH:15][CH:14]=[CH:13][CH:12]=1)[CH2:3][C:4]([O:6][CH2:7][CH3:8])=[O:5].[CH3:17]OC(OC)N(C)C.[C:25]1([NH:31][NH2:32])[CH:30]=[CH:29][CH:28]=[CH:27][CH:26]=1>C(O)C>[C:25]1([N:31]2[CH:17]=[C:3]([C:4]([O:6][CH2:7][CH3:8])=[O:5])[C:2]([CH2:9][CH2:10][C:11]3[CH:16]=[CH:15][CH:14]=[CH:13][CH:12]=3)=[N:32]2)[CH:30]=[CH:29][CH:28]=[CH:27][CH:26]=1. Procedure: A mixture of ethyl 3-oxo-5-phenylpentanoate (5.8 g) and dimethylformamide dimethylacetal (3.6 mL) was stirred at 100° C. overnight, and the mixture was allowed to cool to room temperature. To the reaction mixture were added ethanol (30 mL) and phenylhydrazine (2.9 g), and the mixture was further stirred at 100° C. for 8 hr. After allowing to cool, ethanol was evaporated under reduced pressure. Water was added to the residue, and the mixture was extracted with ethyl acetate. The extract was washe... The reactants are ice, C[C@@H]1CCC(=C(C)C)C(=O)C1 (pulegone), CS (methyl mercaptan). Run in C(C)N(CC)CC (triethylamine). Conditions: time 8 hour. The product is CSC(C1C(CC(CC1)C)=O)(C)C (8-methylthio-p-menthan-3-one). As a reaction SMILES: [CH3:1][C@H:2]1[CH2:11][C:9](=[O:10])[C:5](=[C:6]([CH3:8])[CH3:7])[CH2:4][CH2:3]1.[CH3:12][SH:13]>C(N(CC)CC)C>[CH3:12][S:13][C:6]([CH3:7])([CH3:8])[CH:5]1[CH2:4][CH2:3][CH:2]([CH3:1])[CH2:11][C:9]1=[O:10]. Procedure details: 15.2 g of pulegone are treated with 0.5 ml of triethylamine and cooled to ca 0° by means of an ice-common salt mixture. With stirring, methyl mercaptan in excess is condensed into the mixture and, after condensation of 200% of the calculated amount, the mixture is transferred into an autoclave. After standing overnight at room temperature, the reaction mixture is heated to 50° and, after cooling of the autoclave, the reaction product immediately distilled in vacuum. 9.8 g of 8-methylthio-p-menth...